This data is from the Open Reaction Database (ORD), a public repository of structured organic reaction records. The task is: describe an organic reaction: reactants, conditions, products, and yield The reactants are C(=O)(O)C1=C(C=O)C=CC=C1 (2-carboxybenzaldehyde), C(C1=CC=CC=C1)Br (benzyl bromide), C([O-])([O-])=O.[K+].[K+] (potassium carbonate). Run in CC(=O)C (acetone). Conditions: time 8 hour. Product: C(=O)(OCC1=CC=CC=C1)C1=C(C=O)C=CC=C1 (2-Carbobenzoxybenzaldehyde). The yield is 84.9%. Reaction SMILES: [C:1]([C:4]1[CH:11]=[CH:10][CH:9]=[CH:8][C:5]=1[CH:6]=[O:7])([OH:3])=[O:2].[CH2:12](Br)[C:13]1[CH:18]=[CH:17][CH:16]=[CH:15][CH:14]=1.C(=O)([O-])[O-].[K+].[K+]>CC(C)=O>[C:1]([C:4]1[CH:11]=[CH:10][CH:9]=[CH:8][C:5]=1[CH:6]=[O:7])([O:3][CH2:12][C:13]1[CH:18]=[CH:17][CH:16]=[CH:15][CH:14]=1)=[O:2] |f:2.3.4|. Reported procedure: A mixture of 2-carboxybenzaldehyde (15.00 g, 0.100 moles), benzyl bromide (20.52 g, 0.120 moles) and potassium carbonate (41.46 g, 0.300 moles) in 250 ml of acetone under nitrogen in a 500 ml round-bottom flask equipped with a magnetic stirrer was refluxed for 6 hours and then stirred at room temperature overnight. The mixture was then filtered through Celite and the filtrate concentrated in vacuo to remove the acetone. The remaining yellow oil was dissolved in ether (200 ml) and this solution w... Starting materials: COC1=CC=C(C=C1)[C@H]1[C@H](C(=O)NC2=CC=CC=C2)O1 ((2R,3S)-3-(4-methoxyphenyl)-2,3-epoxy-N-phenylpropionamide), ClC1=CC=CC=C1 (chlorobenzene), NC1=C(C=CC=C1)S (2-aminothiophenol), ferric chloride hexahydrate. The solvent is CO (methanol). Reaction conditions: time 5 minute. The product is NC1=C(C=CC=C1)S[C@H]([C@H](C(=O)NC1=CC=CC=C1)O)C1=CC=C(C=C1)OC ((2S,3S)-3-(2-aminophenylthio)-2-hydroxy-3-(4-methoxyphenyl)-N-phenylpropionamide). The yield is 73.7%. As a reaction SMILES: [CH3:1][O:2][C:3]1[CH:8]=[CH:7][C:6]([C@@H:9]2[O:20][C@H:10]2[C:11]([NH:13][C:14]2[CH:19]=[CH:18][CH:17]=[CH:16][CH:15]=2)=[O:12])=[CH:5][CH:4]=1.ClC1C=CC=CC=1.[NH2:28][C:29]1[CH:34]=[CH:33][CH:32]=[CH:31][C:30]=1[SH:35]>CO>[NH2:28][C:29]1[CH:34]=[CH:33][CH:32]=[CH:31][C:30]=1[S:35][C@@H:9]([C:6]1[CH:7]=[CH:8][C:3]([O:2][CH3:1])=[CH:4][CH:5]=1)[C@@H:10]([OH:20])[C:11]([NH:13][C:14]1[CH:19]=[CH:18][CH:17]=[CH:16][CH:15]=1)=[O:12]. Reported procedure: A mixture of (2R,3S)-3-(4-methoxyphenyl)-2,3-epoxy-N-phenylpropionamide (539 mg) and chlorobenzene (5 ml) is refluxed with heating under nitrogen atmosphere. When the reflux is started, a solution of 2-aminothiophenol (275 mg) and ferric chloride hexahydrate (0.054 mg) in methanol (0.1 ml) is added immediately to the reaction mixture. The mixture is stirred at the same temperature for 5 minutes, and cooled to room temperature. The precipitated crystals are collected by filtration, washed with ch...